Dataset: the Open Reaction Database (ORD), a public repository of structured organic reaction records. Task: describe an organic reaction: reactants, conditions, products, and yield Reactants: C(C)(C)(C)OC(=O)NC[C@H](CP(O)(=O)CC1CCCCC1)O (((R)-3-tert-butoxycarbonylamino-2-hydroxy-propyl)-cyclohexylmethyl-phosphinic acid), BrC1OC(C2=CC=CC=C12)=O (3-bromo-3H-isobenzofuran-1-one). The reagents and catalysts are C([O-])([O-])=O.[Ag+2] (silver carbonate). Run in C1(=CC=CC=C1)C (toluene). Conditions: temperature 120 celsius. Product: O=C1OC(C2=CC=CC=C12)OP(=O)(CC1CCCCC1)C[C@@H](CNC(=O)OC(C)(C)C)O (((R)-3-tert-butoxycarbonylamino-2-hydroxy-propyl)-cyclohexylmethyl-phosphinic acid 3-oxo-1,3-dihydro-isobenzofuran-1-yl ester). Yield: 21.5%. RXN SMILES: [C:1]([O:5][C:6]([NH:8][CH2:9][C@@H:10]([OH:22])[CH2:11][P:12]([CH2:15][CH:16]1[CH2:21][CH2:20][CH2:19][CH2:18][CH2:17]1)(=[O:14])[OH:13])=[O:7])([CH3:4])([CH3:3])[CH3:2].Br[CH:24]1[C:32]2[C:27](=[CH:28][CH:29]=[CH:30][CH:31]=2)[C:26](=[O:33])[O:25]1>C1(C)C=CC=CC=1.C(=O)([O-])[O-].[Ag+2]>[O:33]=[C:26]1[C:27]2[C:32](=[CH:31][CH:30]=[CH:29][CH:28]=2)[CH:24]([O:14][P:12]([CH2:11][C@H:10]([OH:22])[CH2:9][NH:8][C:6]([O:5][C:1]([CH3:4])([CH3:2])[CH3:3])=[O:7])([CH2:15][CH:16]2[CH2:17][CH2:18][CH2:19][CH2:20][CH2:21]2)=[O:13])[O:25]1 |f:3.4|. Reported procedure: To a solution of ((R)-3-tert-butoxycarbonylamino-2-hydroxy-propyl)-cyclohexylmethyl-phosphinic acid (0.5 g, 1.49 mmol) in 30 mL toluene was added 3-bromo-3H-isobenzofuran-1-one (952 mg, 4.47 mmol) and silver carbonate (1.23 g, 4.47 mmol). The reaction mixture was heated to 120° C. for 2 h. After filtering hot and concentrating in vacuo the crude product was purified by gradient flash chromatography (methanol/methylene chloride) on a 35 g RediSep disposable column to give ((R)-3-tert-butoxycarbon... The yield is 109.3%. The reactants are NC=1C=C(C(=O)OC)C=CC1C1=C(N=C(N1CC(C)(C)O)COCC)C#N (Methyl 3-amino-4-(4-cyano-2-(ethoxymethyl)-1-(2-hydroxy-2-methylpropyl)-1H-imidazol-5-yl)benzoate), Cl (HCl), O1CCOCC1 (dioxane). Product: NC1=NC=2C=C(C=CC2C2=C1N=C(N2CC(C)(C)O)COCC)C(=O)OC (Methyl 4-amino-2-(ethoxymethyl)-1-(2-hydroxy-2-methylpropyl)-1H-imidazo[4,5-c]quinoline-7-carboxylate). Conditions: temperature 90 celsius. As a reaction SMILES: [NH2:1][C:2]1[CH:3]=[C:4]([CH:9]=[CH:10][C:11]=1[C:12]1[N:16]([CH2:17][C:18]([OH:21])([CH3:20])[CH3:19])[C:15]([CH2:22][O:23][CH2:24][CH3:25])=[N:14][C:13]=1[C:26]#[N:27])[C:5]([O:7][CH3:8])=[O:6].Cl.O1CCOCC1>C(OCC)(=O)C>[NH2:27][C:26]1[C:13]2[N:14]=[C:15]([CH2:22][O:23][CH2:24][CH3:25])[N:16]([CH2:17][C:18]([OH:21])([CH3:19])[CH3:20])[C:12]=2[C:11]2[CH:10]=[CH:9][C:4]([C:5]([O:7][CH3:8])=[O:6])=[CH:3][C:2]=2[N:1]=1. The solvent is C(C)(=O)OCC (ethyl acetate). Reported procedure: Methyl 3-amino-4-(4-cyano-2-(ethoxymethyl)-1-(2-hydroxy-2-methylpropyl)-1H-imidazol-5-yl)benzoate (2.79 g, 7.49 mmol) was combined with a solution of HCl in dioxane (4M, 56.2 mL, 225 mmol) to give an orange solution. The reaction mixture was heated to 90° C. under argon with stirring. After 1 h at 90° C. the mixture was cooled to room temperature and concentrated in vacuo to obtain a beige solid. The solid was dissolved in ethyl acetate (500 mL) washed with a mixture of water (100 mL) and satura... Reactants: Cl.N[C@@H](C(=O)N1CCC(CC1)C1=CC=C(C=C1)Cl)CC ((R)-2-amino-1-(4-(4-chlorophenyl)piperidin-1-yl)butan-1-one hydrochloride), C=1C=CC2=C(C1)N=NN2O (HOBt), C(C1=CC=CC=C1)(=O)O (benzoic acid), C(CCl)Cl (EDC). Run in CCN(C(C)C)C(C)C (DIEA), CN(C)C=O (DMF), CO (MeOH), CN(C)C=O (DMF). Conditions: time 15 minute. The product is ClC1=CC=C(C=C1)C1CCN(CC1)C([C@@H](CC)NC(C1=CC=CC=C1)=O)=O ((R)—N-(1-(4-(4-Chlorophenyl)piperidin-1-yl)-1-oxobutan-2-yl)benzamide). Reaction SMILES: C1C=CC2N(O)N=NC=2C=1.[C:11]([OH:19])(=O)[C:12]1[CH:17]=[CH:16][CH:15]=[CH:14][CH:13]=1.C(Cl)CCl.Cl.[NH2:25][C@H:26]([CH2:42][CH3:43])[C:27]([N:29]1[CH2:34][CH2:33][CH:32]([C:35]2[CH:40]=[CH:39][C:38]([Cl:41])=[CH:37][CH:36]=2)[CH2:31][CH2:30]1)=[O:28]>CN(C=O)C.CCN(C(C)C)C(C)C.CO>[Cl:41][C:38]1[CH:39]=[CH:40][C:35]([CH:32]2[CH2:31][CH2:30][N:29]([C:27](=[O:28])[C@H:26]([NH:25][C:11](=[O:19])[C:12]3[CH:13]=[CH:14][CH:15]=[CH:16][CH:17]=3)[CH2:42][CH3:43])[CH2:34][CH2:33]2)=[CH:36][CH:37]=1 |f:3.4|. Procedure details: A reaction vessel was charged with HOBt (8 mg), benzoic acid (7 mg) and EDC (11 mg) in DMF (0.6 mL), and the resulting solution was allowed to agitate at rt. for 15 min. After this time, a solution of (R)-2-amino-1-(4-(4-chlorophenyl)piperidin-1-yl)butan-1-one hydrochloride (14 mg) in DIEA (38 μL) and DMF (187 μL) was added. Upon completion of addition, the reaction mixture was shaken overnight at rt. At the conclusion of this period, the resulting solution was diluted with MeOH and purified by ... Reactants: CN1CC(=O)N=C1N (creatinine), C1(=CC=C(C=C1)N=C=O)C (p-tolylisocyanate), O (water). Solvent: CN(C)C=O (DMF). Run at time 3.5 hour. The product is CN1C(NC(C1)=O)=NC(=O)NC1=CC=C(C=C1)C (1-(1-methyl-4-oxo-2-imidazolidinylidene)-3-p-tolyl urea). Reaction SMILES: [CH3:1][N:2]1[C:7]([NH2:8])=[N:6][C:4](=[O:5])[CH2:3]1.O.[C:10]1([CH3:19])[CH:15]=[CH:14][C:13]([N:16]=[C:17]=[O:18])=[CH:12][CH:11]=1>CN(C=O)C>[CH3:1][N:2]1[CH2:3][C:4](=[O:5])[NH:6][C:7]1=[N:8][C:17]([NH:16][C:13]1[CH:14]=[CH:15][C:10]([CH3:19])=[CH:11][CH:12]=1)=[O:18]. Reported procedure: To a stirring suspension of creatinine (11.88 g, 0.105 mole) in 100 ml dry DMF, p-tolylisocyanate (13.31 g- 0.100 mole) is added dropwise over a period of about 15 minutes with cooling. After stirring for 3.5 hrs., the mixture is poured into about 500 ml iced-water to give white crystals of product which are filtered off and washed with water. Recrystallization of the product from acetone-methanol and then from THF-methanol affords the product, 1-(1-methyl-4-oxo-2-imidazolidinylidene)-3-p-tolyl ... The reactants are CN(S(=O)(=O)C=1C=C(C=CC1)C1=NC2=CC=C(C=C2CC1(C)C)C(=O)OC)C (methyl 2-(3-(N,N-dimethylsulfamoyl)phenyl)-3,3-dimethyl-3,4-dihydroquinoline-6-carboxylate). Reagents/catalysts: [Pd] (Pd/C). Run in CO (methanol), O1CCCC1 (tetrahydrofuran). Yields the product CN(S(=O)(=O)C=1C=C(C=CC1)C1NC2=CC=C(C=C2CC1(C)C)C(=O)OC)C (methyl 2-(3-(N,N-dimethylsulfamoyl)phenyl)-3,3-dimethyl-1,2,3,4-tetrahydroquinoline-6-carboxylate). The yield is 79.5%. Reaction SMILES: [CH3:1][N:2]([CH3:28])[S:3]([C:6]1[CH:7]=[C:8]([C:12]2[C:21]([CH3:23])([CH3:22])[CH2:20][C:19]3[C:14](=[CH:15][CH:16]=[C:17]([C:24]([O:26][CH3:27])=[O:25])[CH:18]=3)[N:13]=2)[CH:9]=[CH:10][CH:11]=1)(=[O:5])=[O:4]>CO.O1CCCC1.[Pd]>[CH3:28][N:2]([CH3:1])[S:3]([C:6]1[CH:7]=[C:8]([CH:12]2[C:21]([CH3:23])([CH3:22])[CH2:20][C:19]3[C:14](=[CH:15][CH:16]=[C:17]([C:24]([O:26][CH3:27])=[O:25])[CH:18]=3)[NH:13]2)[CH:9]=[CH:10][CH:11]=1)(=[O:5])=[O:4]. Procedure details: A mixture of methyl 2-(3-(N,N-dimethylsulfamoyl)phenyl)-3,3-dimethyl-3,4-dihydroquinoline-6-carboxylate (100 mg, 0.25 mmol) and 10% Pd/C (100 mg) in methanol (3 mL) and tetrahydrofuran (3 mL) was hydrogenated by a H2 balloon at 30° C. After filtration, the filtrated was concentrated and purified on preparative thin layer chromatography to afford 80 mg of methyl 2-(3-(N,N-dimethylsulfamoyl)phenyl)-3,3-dimethyl-1,2,3,4-tetrahydroquinoline-6-carboxylate as a crude product. Starting materials: C=CCOP(=O)(OCC=C)OCc1ccc(C#N)cc1C(=O)OCc1ccc(OC)cc1, COc1ccccc1, O=C(O)C(F)(F)F. The product is C=CCOP(=O)(OCC=C)OCc1ccc(C#N)cc1C(=O)O. As a reaction SMILES: [CH2:1]([CH:2]=[CH2:3])[O:4][P:5](=[O:6])([O:7][CH2:8][CH:9]=[CH2:10])[O:11][CH2:12][c:13]1[c:14]([C:15](=[O:16])[O:17][CH2:18][c:19]2[cH:20][cH:21][c:22]([O:23][CH3:24])[cH:25][cH:26]2)[cH:27][c:28]([C:31]#[N:32])[cH:29][cH:30]1.[CH3:33][O:34][c:35]1[cH:36][cH:37][cH:38][cH:39][cH:40]1.[OH:41][C:42]([C:43]([F:44])([F:45])[F:46])=[O:47]>>[CH2:1]([CH:2]=[CH2:3])[O:4][P:5](=[O:6])([O:7][CH2:8][CH:9]=[CH2:10])[O:11][CH2:12][c:13]1[c:14]([C:15](=[O:16])[OH:17])[cH:27][c:28]([C:31]#[N:32])[cH:29][cH:30]1. Reactants: FC(C1=CN=C(S1)N)(F)F (5-(trifluoromethyl)thiazol-2-amine), C(#N)[Cu] (CuCN). Yields the product FC(C1=CN=C(S1)C#N)(F)F (5-(trifluoromethyl)thiazole-2-carbonitrile). Isolated yield 46.8%. RXN SMILES: [F:1][C:2]([F:10])([F:9])[C:3]1[S:7][C:6](N)=[N:5][CH:4]=1.[C:11]([Cu])#[N:12]>>[F:1][C:2]([F:10])([F:9])[C:3]1[S:7][C:6]([C:11]#[N:12])=[N:5][CH:4]=1. Procedure details: 5-(trifluoromethyl)thiazol-2-amine (2.52 g, 15 mmol) was reacted with CuCN (2.7 g, 30.2 mmol) according to the procedure as described in Example 61, Step A to give the title compound as oil (1.25 g, 47%). The compound was characterized by the following spectroscopic data: